Dataset: the Open Reaction Database (ORD), a public repository of structured organic reaction records. Task: describe an organic reaction: reactants, conditions, products, and yield Reactants: C(=O)(O)[O-].[Na+] (NaHCO3), C(C(CCCCCCCCCCCCCCCC)O)O (octadecane-1,2-diol), C1(=CC=C(C=C1)S(=O)(=O)O)C (p-toluenesulfonic acid), O1CCCC=C1 (dihydropyran). Run in ClCCl (dichloromethane). The product is O1C(CCCC1)OCC(CCCCCCCCCCCCCCCC)O (1-(2-tetrahydropyranyloxy)-2-octadecanol). Isolated yield 28.9%. RXN SMILES: [CH2:1]([OH:20])[CH:2]([OH:19])[CH2:3][CH2:4][CH2:5][CH2:6][CH2:7][CH2:8][CH2:9][CH2:10][CH2:11][CH2:12][CH2:13][CH2:14][CH2:15][CH2:16][CH2:17][CH3:18].C1(C)C=CC(S(O)(=O)=O)=CC=1.[O:32]1[CH:37]=[CH:36][CH2:35][CH2:34][CH2:33]1.C([O-])(O)=O.[Na+]>ClCCl>[O:32]1[CH2:37][CH2:36][CH2:35][CH2:34][CH:33]1[O:20][CH2:1][CH:2]([OH:19])[CH2:3][CH2:4][CH2:5][CH2:6][CH2:7][CH2:8][CH2:9][CH2:10][CH2:11][CH2:12][CH2:13][CH2:14][CH2:15][CH2:16][CH2:17][CH3:18] |f:3.4|. Reported procedure: A 1-liter flask equipped with a stirrer and dropping funnel was charged with 20 g (70 mmol) of octadecane-1,2-diol, 0.7 g (3.5 mmol) of p-toluenesulfonic acid and 350 ml of dichloromethane. While stirring the contents at room temperature, 5.9 g (70 mmol) of dihydropyran were added dropwise. After stirring the mixture at room temperature for 30 minutes, it was neutralized with NaHCO3 and concentrated under reduced pressure, and the resultant residue was then purified by column chromatography on s... Run at temperature 105 celsius, time 18 hour. The solvent is O (H2O), O (H2O). Reaction SMILES: Br[C:2]1[C:3]([NH2:8])=[N:4][CH:5]=[N:6][CH:7]=1.[B:9]1(B2OC(C)(C)C(C)(C)O2)[O:13]C(C)(C)C(C)(C)[O:10]1.C([O-])(=O)C.[K+].C(Cl)Cl>O>[NH2:8][C:3]1[C:2]([B:9]([OH:13])[OH:10])=[CH:7][N:6]=[CH:5][N:4]=1 |f:2.3|. The reactants are BrC=1C(=NC=NC1)N (5-bromopyrimidin-4-amine), B1(OC(C(O1)(C)C)(C)C)B2OC(C(O2)(C)C)(C)C (bis(pinacolato)diboron), C(C)(=O)[O-].[K+] (potassium acetate), C(Cl)Cl (CH2Cl2), ACN NH4OAc, Teflon, ACN NH4OAc. Product: NC1=NC=NC=C1B(O)O (4-aminopyrimidin-5-ylboronic acid). Reported procedure: To a vial was added 5-bromopyrimidin-4-amine (0.200 g, 1.149 mmol), bis(pinacolato)diboron (0.438 g, 1.724 mmol), and potassium acetate (0.338 g, 3.45 mmol). The vial was capped with a rubber septum and then evacuated and backfilled with N2. Dioxane (0.120 ml) was added via syringe through the septum. The reaction mixture was sparged with N2, then PdCl2(dppf).CH2Cl2 (0.042 g, 0.057 mmol) was added. The septum was then replaced with a Teflon screw valve and the vial was sealed. The reaction mixtu... The reactants are ClC1=C(C=CC(=C1)OC1=CC=C(C=C1)C=C)C (2-chloro-4-[(4-ethenylphenyl)oxy]-1-methylbenzene), B1C2CCCC1CCC2 (9-BBN), C1CCOC1 (THF). Conditions: time 8 hour. Yields the product ClC=1C=C(C=CC1C)OC1=CC=C(C=C1)CCO (2-{4-[(3-chloro-4-methylphenyl)oxy]phenyl}ethanol). Isolated yield 66.5%. RXN SMILES: [Cl:1][C:2]1[CH:7]=[C:6]([O:8][C:9]2[CH:14]=[CH:13][C:12]([CH:15]=[CH2:16])=[CH:11][CH:10]=2)[CH:5]=[CH:4][C:3]=1[CH3:17].B1C2CCCC1CCC2.C1C[O:30]CC1>>[Cl:1][C:2]1[CH:7]=[C:6]([O:8][C:9]2[CH:14]=[CH:13][C:12]([CH2:15][CH2:16][OH:30])=[CH:11][CH:10]=2)[CH:5]=[CH:4][C:3]=1[CH3:17]. Reported procedure: To the solution of 2-chloro-4-[(4-ethenylphenyl)oxy]-1-methylbenzene (2.8 g, 11.44 mmol) in dry THF (20 mL), was added 9-BBN (30 mL, 15.00 mmol) at 0° C. and stirred at room temperature overnight. Then the reaction mixture was quenched by addition of water (3 mL), followed by aq. NaOH (3M, 15 mL), and 30% H2O2 (15 mL). The reaction mixture was heated at 50° C. for 4 h. Then the THF and some water were removed under reduced pressure, and the residue was diluted with EA (30 mL). The organic layer ... Starting materials: C(C1=CC=CC=C1)OC=1C=C(C=CC1)[C@@H](CO)O ((S)-1-(3-Benzyloxy-phenyl)-ethane-1,2-diol), CC(C([O-])([O-])[O-])(C)C (trimethylorthoacetate), Cl[Si](C)(C)C (chlorotrimethylsilane), C([O-])([O-])=O.[K+].[K+] (Potassium carbonate), [Cl-].[NH4+] (ammonium chloride). Run in ClCCl (dichloromethane), CO (methanol). Conditions: time 2 hour. Product: C(C1=CC=CC=C1)OC=1C=C(C=CC1)[C@@H]1OC1 ((S)-2-(3-Benzyloxy-phenyl)-oxirane). RXN SMILES: [CH2:1]([O:8][C:9]1[CH:10]=[C:11]([C@H:15]([OH:18])[CH2:16]O)[CH:12]=[CH:13][CH:14]=1)[C:2]1[CH:7]=[CH:6][CH:5]=[CH:4][CH:3]=1.CC(C)(C)C([O-])([O-])[O-].Cl[Si](C)(C)C.C(=O)([O-])[O-].[K+].[K+].[Cl-].[NH4+]>ClCCl.CO>[CH2:1]([O:8][C:9]1[CH:10]=[C:11]([C@H:15]2[CH2:16][O:18]2)[CH:12]=[CH:13][CH:14]=1)[C:2]1[CH:3]=[CH:4][CH:5]=[CH:6][CH:7]=1 |f:3.4.5,6.7|. Reported procedure: To a solution of Example 2 (16.22 g, 66 mmol) in dichloromethane (150 mL), trimethylorthoacetate (10.0 mL, 79 mmol) and chlorotrimethylsilane (10.0 mL, 79 mmol) were added. The reaction was stirred at room temperature under argon for 2 hours, then the solvent removed in vacuo. Potassium carbonate (11.59 g, 84 mmol) and methanol (260 mL) were added, and the reaction was stirred at room temperature under argon for 2 hours then poured into saturated ammonium chloride solution (550 mL) and extracted... Starting materials: CN1CCN(Cc2ccc([N+](=O)[O-])cc2Br)CC1, OB(O)C1CC1, C1CCC(P(C2CCCCC2)C2CCCCC2)CC1, [K+], [K+], [K+], N#N, CC(=O)[O-], CC(=O)[O-], O, O=P([O-])([O-])[O-], [Pd+2], Cc1ccccc1. Yields the product CN1CCN(Cc2ccc([N+](=O)[O-])cc2C2CC2)CC1. RXN SMILES: [Br:1][c:2]1[c:3]([CH2:4][N:5]2[CH2:6][CH2:7][N:8]([CH3:11])[CH2:9][CH2:10]2)[cH:12][cH:13][c:14]([N+:16](=[O:17])[O-:18])[cH:15]1.[CH:19]1([B:22]([OH:23])[OH:24])[CH2:20][CH2:21]1.[CH:33]1([P:34]([CH:35]2[CH2:36][CH2:37][CH2:38][CH2:39][CH2:40]2)[CH:41]2[CH2:42][CH2:43][CH2:44][CH2:45][CH2:46]2)[CH2:47][CH2:48][CH2:49][CH2:50][CH2:51]1.[K+:30].[K+:31].[K+:32].[N:52]#[N:53].[O-:63][C:64]([CH3:65])=[O:66].[O-:67][C:68]([CH3:69])=[O:70].[OH2:54].[P:25]([O-:26])([O-:27])([O-:28])=[O:29].[Pd+2:62].[c:55]1([CH3:56])[cH:57][cH:58][cH:59][cH:60][cH:61]1>>[c:2]1([CH:19]2[CH2:20][CH2:21]2)[c:3]([CH2:4][N:5]2[CH2:6][CH2:7][N:8]([CH3:11])[CH2:9][CH2:10]2)[cH:12][cH:13][c:14]([N+:16](=[O:17])[O-:18])[cH:15]1. The reactants are C(C)(=O)OCC=1CS[C@H]2N(C1C(=O)O)C(C2NC(C(=NOCCN=[N+]=[N-])C=2N=C(SC2)NC(C2=CC=CC=C2)(C2=CC=CC=C2)C2=CC=CC=C2)=O)=O.C(C)NCC (diethylamine 3-acetoxymethyl-7-[2-(2-tritylamino-4-thiazolyl)-2-(2-azidoethoxyimino)-acetamido]-ceph-3-eme-4-carboxylate). Run in C(=O)O (formic acid). Reaction conditions: temperature 50 celsius, time 15 minute. The product is C(C)(=O)OCC=1CS[C@H]2N(C1C(=O)O)C(C2NC(C(=NOCCN=[N+]=[N-])C=2N=C(SC2)N)=O)=O (3-acetoxymethyl-7-[2-(2-amino-4-thiazolyl)-2-(2-azidoethoxyimino)-acetamido]-ceph-3-eme-4-carboxylic acid). RXN SMILES: [C:1]([O:4][CH2:5][C:6]1[CH2:7][S:8][C@@H:9]2[CH:16]([NH:17][C:18](=[O:52])[C:19]([C:27]3[N:28]=[C:29]([NH:32]C(C4C=CC=CC=4)(C4C=CC=CC=4)C4C=CC=CC=4)[S:30][CH:31]=3)=[N:20][O:21][CH2:22][CH2:23][N:24]=[N+:25]=[N-:26])[C:15](=[O:53])[N:10]2[C:11]=1[C:12]([OH:14])=[O:13])(=[O:3])[CH3:2].C(NCC)C>C(O)=O>[C:1]([O:4][CH2:5][C:6]1[CH2:7][S:8][C@@H:9]2[CH:16]([NH:17][C:18](=[O:52])[C:19]([C:27]3[N:28]=[C:29]([NH2:32])[S:30][CH:31]=3)=[N:20][O:21][CH2:22][CH2:23][N:24]=[N+:25]=[N-:26])[C:15](=[O:53])[N:10]2[C:11]=1[C:12]([OH:14])=[O:13])(=[O:3])[CH3:2] |f:0.1|. Reported procedure: A mixture of 1.238 g of the product of Step C and 6 ml of 70% aqueous formic acid was stirred at 50° C. for 15 minutes and was the vacuum filtered to remove triphenylcarbinol. The filtrate was evaporated to dryness under reduced pressure and the residue was taken up in water with efflorescence. The mixture was vacuum filtered and the recovered product was dried to obtain 0.358 g of the syn isomer of 3-acetoxymethyl-7-[2-(2-amino-4-thiazolyl)-2-(2-azidoethoxyimino)-acetamido]-ceph-3-eme-4-carboxy... The reactants are CCOC(=O)c1noc2cc(O[Si](C(C)C)(C(C)C)C(C)C)ccc12, C1CCOC1, CCOC(C)=O, Cc1ccccc1, [Cl-], Nc1cccc(C(F)(F)F)c1, [NH4+]. The product is CC(C)[Si](Oc1ccc2c(C(=O)Nc3cccc(C(F)(F)F)c3)noc2c1)(C(C)C)C(C)C. Reaction SMILES: [CH2:12]([O:14][C:15](=[O:13])[c:17]1[n:18][o:19][c:20]2[c:21]1[cH:22][cH:23][c:24]([O:26][Si:27]([CH:28]([CH3:29])[CH3:30])([CH:31]([CH3:32])[CH3:33])[CH:34]([CH3:35])[CH3:36])[cH:25]2)[CH3:16].[CH2:52]1[O:53][CH2:54][CH2:55][CH2:56]1.[CH3:39][CH2:40][O:41][C:42]([CH3:43])=[O:44].[CH3:45][c:46]1[cH:47][cH:48][cH:49][cH:50][cH:51]1.[Cl-:37].[F:1][C:2]([c:3]1[cH:4][c:5]([NH2:6])[cH:7][cH:8][cH:9]1)([F:10])[F:11].[NH4+:38]>>[F:1][C:2]([c:3]1[cH:4][c:5]([NH:6][C:15](=[O:14])[c:17]2[n:18][o:19][c:20]3[c:21]2[cH:22][cH:23][c:24]([O:26][Si:27]([CH:28]([CH3:29])[CH3:30])([CH:31]([CH3:32])[CH3:33])[CH:34]([CH3:35])[CH3:36])[cH:25]3)[cH:7][cH:8][cH:9]1)([F:10])[F:11].